The task is: describe an organic reaction: reactants, conditions, products, and yield. This data is from the Open Reaction Database (ORD), a public repository of structured organic reaction records. The reactants are [N+](=O)(O)[O-] (Nitric acid), C(C)(C)C1=CC(=CC=C1)C(C)C (1,3-di-iso-propyl-benzene). Run in C(C)(=O)O (acetic acid), C(C)(=O)OC(C)=O (acetic anhydride), O (water), CCCCCC (hexane). Reaction conditions: time 1 hour. The product is C(C)(C)C1=C(C=CC(=C1)C(C)C)[N+](=O)[O-] (2,4-Diisopropyl-1-nitro-benzene). Yield: 98.0%. Reaction SMILES: [N+:1]([O-:4])(O)=[O:2].[CH:5]([C:8]1[CH:13]=[CH:12][CH:11]=[C:10]([CH:14]([CH3:16])[CH3:15])[CH:9]=1)([CH3:7])[CH3:6]>C(O)(=O)C.C(OC(=O)C)(=O)C.O.CCCCCC>[CH:5]([C:8]1[CH:9]=[C:10]([CH:14]([CH3:16])[CH3:15])[CH:11]=[CH:12][C:13]=1[N+:1]([O-:4])=[O:2])([CH3:7])[CH3:6]. Reported procedure: Nitric acid (70%) (15.6 g, 185 mmol) was added slowly to a solution of 1,3-di-iso-propyl-benzene (available from Aldrich) (20 g, 123 mmol) in acetic acid (50 mL) and acetic anhydride (50 mL) at 0° C. over 20 min. After stirring at room temperature for 1 hour, the reaction mixture was diluted with water (250 mL) and hexane (500 mL). The organic layer was then washed with with water (50 mL), saturated Na2CO3 (50 mL), dried (Na2SO4) and concentrated to give the title compound in a crude form (25 g,... Reactants: ClCCl, CS(=O)(=O)N1CCCSC1=C[N+](=O)[O-], [Na+], [Na+], O=C([O-])[O-], O=C(OO)c1cccc(Cl)c1. The product is CS(=O)(=O)N1CCCS(=O)C1=C[N+](=O)[O-]. As a reaction SMILES: [CH2:32]([Cl:33])[Cl:34].[CH3:12][S:13](=[O:14])(=[O:15])[N:16]1[C:17](=[CH:22][N+:23](=[O:24])[O-:25])[S:18][CH2:19][CH2:20][CH2:21]1.[Na+:26].[Na+:27].[O-:28][C:29](=[O:30])[O-:31].[OH:1][O:2][C:3]([c:4]1[cH:5][c:6]([Cl:7])[cH:8][cH:9][cH:10]1)=[O:11]>>[O:1]=[S:18]1[C:17](=[CH:22][N+:23](=[O:24])[O-:25])[N:16]([S:13]([CH3:12])(=[O:14])=[O:15])[CH2:21][CH2:20][CH2:19]1. Starting materials: FC(CO)(F)F (2,2,2-trifluoroethanol), C1(CC1)C#C (cyclopropyl acetylene), C(CCC)[Mg]Cl (n-butyl magnesium chloride), [H-].[Na+] (sodium hydride), ClC1=CC(=C(N)C=C1)C(C(F)(F)F)=O (4-chloro-2-trifluoroacetyl aniline), chloromagnesium-cyclopropylacetylide. Reagents/catalysts: [Br-].[Zn+2].[Br-] (zinc bromide). Solvent: O1CCCC1 (tetrahydrofuran), O1CCCC1 (tetrahydrofuran). Reaction conditions: temperature 2.5 celsius, time 2 hour. Product: chloromagnesium-cyclopropylacetylide, ClC=1C=CC(=C(C1)[C@](O)(C(F)(F)F)C#CC1CC1)N ((S)-5-Chloro-α-(cyclopropylethynyl)-2-amino-α-(trifluoromethyl)benzene methanol). RXN SMILES: [CH:1]1([C:4]#[CH:5])[CH2:3][CH2:2]1.C([Mg]Cl)CCC.[H-].[Na+].FC(F)(F)CO.[Cl:20][C:21]1[CH:27]=[CH:26][C:24]([NH2:25])=[C:23]([C:28](=[O:33])[C:29]([F:32])([F:31])[F:30])[CH:22]=1>O1CCCC1.[Br-].[Zn+2].[Br-]>[Cl:20][C:21]1[CH:27]=[CH:26][C:24]([NH2:25])=[C:23]([C@@:28]([C:5]#[C:4][CH:1]2[CH2:3][CH2:2]2)([C:29]([F:31])([F:32])[F:30])[OH:33])[CH:22]=1 |f:2.3,7.8.9|. Procedure: A solution of chloromagnesium-cyclopropylacetylide (CPA-MgCl) was prepared by adding neat cyclopropyl acetylene (3.62 gms) to a stirred solution of n-butyl magnesium chloride (2M solution in tetrahydrofuran, 26.8 ml) at 0-5° C. The solution was stirred for another 2 hours at 0-5° C. Step B: In another dry flask, to anhydrous tetrahydrofuran (80 ml) at 0-5° C., sodium hydride (57% dispersion in mineral oil, 4.71 gms) was added slowly. The mixture was stirred for 30 minutes at 25° C. to 30° C. and... Starting materials: [BH4-], COC1CCC2C3CCC4CC(=O)CCC4(C)C3CCC12C, CC(C)O, [Na+]. The product is COC1CCC2C3CCC4CC(O)CCC4(C)C3CCC12C. Reaction SMILES: [BH4-:1].[CH3:3][O:4][CH:5]1[C:6]2([CH3:7])[CH:8]([CH2:9][CH2:10]1)[CH:11]1[CH2:12][CH2:13][CH:14]3[CH2:15][C:16](=[O:24])[CH2:17][CH2:18][C:19]3([CH3:20])[CH:21]1[CH2:22][CH2:23]2.[CH:25]([OH:26])([CH3:27])[CH3:28].[Na+:2]>>[CH3:3][O:4][CH:5]1[C:6]2([CH3:7])[CH:8]([CH2:9][CH2:10]1)[CH:11]1[CH2:12][CH2:13][CH:14]3[CH2:15][CH:16]([OH:24])[CH2:17][CH2:18][C:19]3([CH3:20])[CH:21]1[CH2:22][CH2:23]2. The reactants are ClC1=C(C(=CC=C1)Cl)CN ((2,6-dichlorophenyl)methanamine), BrC1=CN2C(S1)=NC(=C2)C(=O)O (2-bromoimidazo[2,1-b]thiazole-6-carboxylic acid). Yields the product BrC1=CN2C(S1)=NC(=C2)C(=O)NCC2=C(C=CC=C2Cl)Cl (2-bromo-N-(2,6-dichlorobenzyl)imidazo[2,1-b]thiazole-6-carboxamide). Reaction SMILES: [Cl:1][C:2]1[CH:7]=[CH:6][CH:5]=[C:4]([Cl:8])[C:3]=1[CH2:9][NH2:10].[Br:11][C:12]1[S:16][C:15]2=[N:17][C:18]([C:20](O)=[O:21])=[CH:19][N:14]2[CH:13]=1>>[Br:11][C:12]1[S:16][C:15]2=[N:17][C:18]([C:20]([NH:10][CH2:9][C:3]3[C:2]([Cl:1])=[CH:7][CH:6]=[CH:5][C:4]=3[Cl:8])=[O:21])=[CH:19][N:14]2[CH:13]=1. Procedure: The title compound was prepared by essentially following the same procedures described for Intermediate XLIV, using (2,6-dichlorophenyl)methanamine and 2-bromoimidazo[2,1-b]thiazole-6-carboxylic acid as starting materials.